From a dataset of the Open Reaction Database (ORD), a public repository of structured organic reaction records. describe an organic reaction: reactants, conditions, products, and yield Reactants: O=C[O-], [NH4+], [NH4+], [OH-], O=C(O)C(=O)C12CC3CC(CC(O)(C3)C1)C2, OC(CS)C(O)CS. Product: NC(C(=O)O)C12CC3CC(CC(O)(C3)C1)C2. RXN SMILES: [CH:1]([O-:2])=[O:3].[NH4+:21].[NH4+:4].[OH-:22].[OH:5][C:6]12[CH2:7][C:8]3([C:16]([C:17](=[O:18])[OH:19])=[O:20])[CH2:9][CH:10]([CH2:11][CH:12]([CH2:13]1)[CH2:14]3)[CH2:15]2.[SH:23][CH2:24][CH:25]([CH:26]([CH2:27][SH:28])[OH:29])[OH:30]>>[NH2:4][CH:16]([C:8]12[CH2:7][C:6]3([OH:5])[CH2:13][CH:12]([CH2:11][CH:10]([CH2:9]1)[CH2:15]3)[CH2:14]2)[C:17](=[O:18])[OH:19]. Reactants: C(C)(C)(C)NC(=O)CN1C=NC(=C1CN=[N+]=[N-])C (1-t-butylaminocarbonylmethyl-4-methyl-5-azidomethylimidazole). Reagents/catalysts: [Pd] (Pd/C). Run in C(C)(=O)OCC (ethyl acetate). The product is C(C)(C)(C)NC(=O)CN1C=NC(=C1CN)C (1-t-Butylaminocarbonylmethyl-4-methyl-5-aminomethylimidazole). Reaction SMILES: [C:1]([NH:5][C:6]([CH2:8][N:9]1[C:13]([CH2:14][N:15]=[N+]=[N-])=[C:12]([CH3:18])[N:11]=[CH:10]1)=[O:7])([CH3:4])([CH3:3])[CH3:2]>C(OCC)(=O)C.[Pd]>[C:1]([NH:5][C:6]([CH2:8][N:9]1[C:13]([CH2:14][NH2:15])=[C:12]([CH3:18])[N:11]=[CH:10]1)=[O:7])([CH3:4])([CH3:3])[CH3:2]. Procedure details: A solution of 1-t-butylaminocarbonylmethyl-4-methyl-5-azidomethylimidazole (1.27 g, 5.4 mmol) and 10% Pd/C (700 mg) in ethyl acetate (100 ml) was hydrogenated at atmospheric pressure for 5 h. The catalyst was removed by filtration through Celite and the solvents removed in vacuo to give the title compound. 1H NMR (CDCl3) d 1.27 (s, 9 H), 2.23 (s, 3 H), 3.83 (s, 2 H), 4.50 (s, 2 H), 7.08 (br s, 1 H), 7.46 (s, 1 H). The reactants are CN1C(CCC1)=O (N-methylpyrrolidone), C([O-])([O-])=O.[Cs+].[Cs+] (cesium carbonate), C(C)(=O)Cl (acetyl chloride), NC1=CC(=C(C=C1)C=CC(=O)OC)NC(=O)NC(C1=C(C=C(C(=C1)F)F)Cl)=O (methyl 3-{4-amino-2-[3-(2-chloro-4,5-difluorobenzoyl)ureido]phenyl}acrylate). Run in O (H2O). Reaction conditions: time 30 minute. Yields the product C(C)(=O)NC1=CC(=C(C=C1)C=CC(=O)O)NC(=O)NC(C1=C(C=C(C(=C1)F)F)Cl)=O (3-{4-Acetylamino-2-[3-(2-chloro-4,5-difluorobenzoyl)ureido]phenyl}acrylic acid). Isolated yield 85.0%. RXN SMILES: CN1CC[CH2:4][C:3]1=[O:7].C(=O)([O-])[O-].[Cs+].[Cs+].C(Cl)(=O)C.[NH2:18][C:19]1[CH:24]=[CH:23][C:22]([CH:25]=[CH:26][C:27]([O:29]C)=[O:28])=[C:21]([NH:31][C:32]([NH:34][C:35](=[O:45])[C:36]2[CH:41]=[C:40]([F:42])[C:39]([F:43])=[CH:38][C:37]=2[Cl:44])=[O:33])[CH:20]=1>O>[C:3]([NH:18][C:19]1[CH:24]=[CH:23][C:22]([CH:25]=[CH:26][C:27]([OH:29])=[O:28])=[C:21]([NH:31][C:32]([NH:34][C:35](=[O:45])[C:36]2[CH:41]=[C:40]([F:42])[C:39]([F:43])=[CH:38][C:37]=2[Cl:44])=[O:33])[CH:20]=1)(=[O:7])[CH3:4] |f:1.2.3|. Procedure: 6 ml of N-methylpyrrolidone, 1.11 g (3.4 mmol) of cesium carbonate and 0.27 g (3.4 mmol) of acetyl chloride were added to 0.70 g (1.7 mmol) of methyl 3-{4-amino-2-[3-(2-chloro-4,5-difluorobenzoyl)ureido]phenyl}acrylate and the mixture was stirred at room temperature for 30 minutes. It was then diluted with H2O and extracted with ethyl acetate. The organic phase was washed with H2O, dried and concentrated. 0.65 g (85%) of the desired product was obtained. Yields the product FC=1C=CC(=NC1)[C@H](CO)NC1=CC=C2C(=N1)N(C=N2)C2=NNC(=C2)OC(C)C ((2R)-2-(5-Fluoropyridin-2-yl)-2-{[3-(5-isopropoxy-1H-pyrazol-3-yl)-3H-imidazo[4,5-b]pyridin-5-yl]amino}ethanol). Procedure: (2R)-2-(5-fluoropyridin-2-yl)-2-({6-[(5-isopropoxy-1H-pyrazol-3-yl)amino]-5-nitropyridin-2-yl}amino)ethanol (Intermediate 24, 0.45 g) was dissolved into ethanol (20 mL) with Pd—C (90 mg) and a hydrogen inlet. The mixture was stirred at room temperature until no starting material was detected with TLC or LCMS. Formamidine acetate (0.5 g) was added to the filtrate after the filtration of resulting mixture. The mixture was stirred at 85° C. for 4 hours. Ethyl acetate (40 mL) was added into the resu... Reagents/catalysts: [Pd] (Pd—C). Reactants: C(C)(=O)OCC (Ethyl acetate), C(C)(=O)O.C(=N)N (Formamidine acetate), FC=1C=CC(=NC1)[C@H](CO)NC1=NC(=C(C=C1)[N+](=O)[O-])NC1=NNC(=C1)OC(C)C ((2R)-2-(5-fluoropyridin-2-yl)-2-({6-[(5-isopropoxy-1H-pyrazol-3-yl)amino]-5-nitropyridin-2-yl}amino)ethanol), FC=1C=CC(=NC1)[C@H](CO)NC1=NC(=C(C=C1)[N+](=O)[O-])NC1=NNC(=C1)OC(C)C ((2R)-2-(5-fluoropyridin-2-yl)-2-({6-[(5-isopropoxy-1H-pyrazol-3-yl)amino]-5-nitropyridin-2-yl}amino)ethanol), C(C)O (ethanol). Run in [Cl-].[Na+].O (brine). As a reaction SMILES: [F:1][C:2]1[CH:3]=[CH:4][C:5]([C@@H:8]([NH:11][C:12]2[CH:17]=[CH:16][C:15]([N+:18]([O-])=O)=[C:14]([NH:21][C:22]3[CH:26]=[C:25]([O:27][CH:28]([CH3:30])[CH3:29])[NH:24][N:23]=3)[N:13]=2)[CH2:9][OH:10])=[N:6][CH:7]=1.[CH2:31](O)C.C(O)(=O)C.C(N)=N.C(OCC)(=O)C>[Cl-].[Na+].O.[Pd]>[F:1][C:2]1[CH:3]=[CH:4][C:5]([C@@H:8]([NH:11][C:12]2[N:13]=[C:14]3[N:21]([C:22]4[CH:26]=[C:25]([O:27][CH:28]([CH3:30])[CH3:29])[NH:24][N:23]=4)[CH:31]=[N:18][C:15]3=[CH:16][CH:17]=2)[CH2:9][OH:10])=[N:6][CH:7]=1 |f:2.3,5.6.7|.